describe an organic reaction: reactants, conditions, products, and yield From a dataset of the Open Reaction Database (ORD), a public repository of structured organic reaction records. Starting materials: CN1CCOCC1 (N-methylmorpholine), ClC(=O)OCC(C)C (isobutyl chloroformate), C(C)(C)(C)OC(=O)N[C@H](C(=O)O)CSCC1=CC=C(C=C1)C ((2R)-2-(tert-butoxycarbonylamino)-3-(4-methylbenzylthio)propionic acid), C(O)([O-])=O.[Na+] (sodium hydrogencarbonate), aqueous N-methylamlne solution, ice sodium chloride, ice sodium chloride. Solvent: O1CCCC1 (tetrahydrofuran), O1CCCC1 (tetrahydrofuran). Run at time 15 minute. Yields the product CNC([C@H](CSCC1=CC=C(C=C1)C)NC(=O)OC(C)(C)C)=O ((2R)-2-(tert-Butoxycarbonylamino)-3-(4-methylbenzylthio)propionic acid methylamide). Reaction SMILES: [CH3:1][N:2]1CCOCC1.ClC(OCC(C)C)=O.[C:16]([O:20][C:21]([NH:23][C@@H:24]([CH2:28][S:29][CH2:30][C:31]1[CH:36]=[CH:35][C:34]([CH3:37])=[CH:33][CH:32]=1)[C:25](O)=[O:26])=[O:22])([CH3:19])([CH3:18])[CH3:17].C(=O)([O-])O.[Na+]>O1CCCC1>[CH3:1][NH:2][C:25](=[O:26])[C@@H:24]([NH:23][C:21]([O:20][C:16]([CH3:19])([CH3:18])[CH3:17])=[O:22])[CH2:28][S:29][CH2:30][C:31]1[CH:36]=[CH:35][C:34]([CH3:37])=[CH:33][CH:32]=1 |f:3.4|. Procedure: A solution of N-methylmorpholine (0.217 ml) and isobutyl chloroformate (0.256 ml) in tetrahydrofuran (5 ml) is added to a solution of (2R)-2-(tert-butoxycarbonylamino)-3-(4-methylbenzylthio)propionic acid (reference compound No. 3-1, 700 mg) in tetrahydrofuran (15 ml) under a nitrogen atmosphere and freezing medium (ice-sodium chloride) cooling, and the mixture is stirred for 15 minutes. Then, a 40% aqueous N-methylamlne solution (0.756 ml) is added thereto under a freezing medium (ice-sodium ch...